From a dataset of the Open Reaction Database (ORD), a public repository of structured organic reaction records. describe an organic reaction: reactants, conditions, products, and yield The reactants are paraformaldehyde (CH2O)n, C#CCCCCCC (1-octyne), [Li]CCCC (n-BuLi), C1(=CC=CC=C1)C (toluene), CN(C)P(=O)(N(C)C)N(C)C (HMPA), I-Pr2NH, (CH2O)n. Solvent: C1CCOC1 (THF), C1CCOC1 (THF). Conditions: temperature 0 celsius, time 30 minute. The product is C(C#CCCCCCC)O (2-nonyn-1-ol). The yield is 55.0%. Reaction SMILES: [Li][CH2:2][CH2:3][CH2:4][CH3:5].[C:6]1(C)C=[CH:10][CH:9]=[CH:8][CH:7]=1.C#CCCCCCC.CN(P(N(C)C)(N(C)C)=[O:25])C>C1COCC1>[CH2:2]([OH:25])[C:3]#[C:4][CH2:5][CH2:6][CH2:7][CH2:8][CH2:9][CH3:10]. Reported procedure: In a 250-mL flask equipped with a stir bar, I-Pr2NH (7.34 g, 72.5 mmol) and THF (20 mL) were stirred under argon and cooled to 0° C. A 2.5-M solution of n-BuLi in toluene (29.0 mL, 72.5 mmol) was added slowly to the stirring solution. The reaction was stirred for 30 min at 0° C. and then cooled to −78° C. in a dry ice/acetone bath. Then 1-octyne was added slowly via syringe to the reaction and a white precipitate formed. To dissolve the precipitate, HMPA (23.6 g, 132 mmol) was added in one porti... Run in C(C)O (ethanol). Procedure details: 7 g of 3-chlorobenzaldehyde, 9.4 g of γ-acetoxyacetoacetic acid ethyl ester and 6.5 g of β-aminocrotonic acid ethyl ester in 40 ccs of ethanol are heated under reflux for 20 hours, the mixture is cooled and the precipitate is filtered off. As a reaction SMILES: [Cl:1][C:2]1[CH:3]=[C:4]([CH:7]=[CH:8][CH:9]=1)[CH:5]=O.[CH2:10]([O:12][C:13](=[O:22])[CH2:14][C:15]([CH2:17][O:18][C:19](=[O:21])[CH3:20])=O)[CH3:11].[CH2:23]([O:25][C:26](=[O:31])/[CH:27]=[C:28](\[NH2:30])/[CH3:29])[CH3:24]>C(O)C>[CH2:10]([O:12][C:13]([C:14]1[CH:5]([C:4]2[CH:7]=[CH:8][CH:9]=[C:2]([Cl:1])[CH:3]=2)[C:27]([C:26]([O:25][CH2:23][CH3:24])=[O:31])=[C:28]([CH3:29])[NH:30][C:15]=1[CH2:17][O:18][C:19](=[O:21])[CH3:20])=[O:22])[CH3:11]. Yields the product C(C)OC(=O)C1=C(NC(=C(C1C1=CC(=CC=C1)Cl)C(=O)OCC)C)COC(C)=O (2-Acetoxymethyl-6-methyl-4-(3'-chlorophenyl)-1,4-dihydropyridine-3,5-dicarboxylic acid diethyl ester). Starting materials: ClC=1C=C(C=O)C=CC1 (3-chlorobenzaldehyde), C(C)OC(CC(=O)COC(C)=O)=O (γ-acetoxyacetoacetic acid ethyl ester), C(C)OC(\C=C(\C)/N)=O (β-aminocrotonic acid ethyl ester). Reactants: COC([C@@H](NC(=O)OC(C)(C)C)C)=O (N-(tert.-butyloxycarbonyl)-L-alanine methyl ester), [BH4-].[Li+] (lithium borohydride). The solvent is COCCOC (DME). Yields the product C(C)(C)(C)OC(=O)N[C@@H](C)CO (N-(tert.-butyloxycarbonyl)-L-alaninol). Yield: 90.0%. RXN SMILES: C[O:2][C:3](=O)[C@H:4]([CH3:13])[NH:5][C:6]([O:8][C:9]([CH3:12])([CH3:11])[CH3:10])=[O:7].[BH4-].[Li+]>COCCOC>[C:9]([O:8][C:6]([NH:5][C@H:4]([CH2:3][OH:2])[CH3:13])=[O:7])([CH3:11])([CH3:12])[CH3:10] |f:1.2|. Reported procedure: This compound was prepared in 90% yield from the ester 4a (2.44 g, 12 mmol) by reduction with lithium borohydride in dry DME analogous to the method described earlier1,2. The product was used for the next reaction without further purification. 1H NMR (CDCl3) δ 1.14 (d, J=6.6 Hz, 3H, CHCH3), 1.44 (s, 9H, t-Bu), 2.71 (br s, 1H, CH2OH), 3.45 and 3.55 (AB part of ABX spectrum, 7 lines, JAX =4.7 Hz, JBX =7.4 Hz, JAB =10.1 Hz, 2H, 2H, CH2OH), 3.47-3.95 (m, 1H, CHCH3), 4.68 (br d, 1H, NH). Anal. Calcd.... Starting materials: sat. solution, BrBr.O (Br2 H2O), ClC1=NC2=C(N1[C@H]1[C@H](O)[C@H](O)[C@H](O1)CO)C=CC(=C2)Cl (2,5-dichloro-1-β-D-ribofuranosylbenzimidazole). Solvent: O (H2O). Run at time 6 hour. The product is BrC=1C(=CC2=C(N(C(=N2)Cl)[C@H]2[C@H](O)[C@H](O)[C@H](O2)CO)C1)Cl (6-Bromo-2,5-dichloro-1-β-D-ribofuranosylbenzimidazole). RXN SMILES: [Cl:1][C:2]1[N:6]([C@@H:7]2[O:13][C@H:12]([CH2:14][OH:15])[C@@H:10]([OH:11])[C@H:8]2[OH:9])[C:5]2[CH:16]=[CH:17][C:18]([Cl:20])=[CH:19][C:4]=2[N:3]=1.[Br:21]Br.O>O>[Br:21][C:17]1[C:18]([Cl:20])=[CH:19][C:4]2[N:3]=[C:2]([Cl:1])[N:6]([C@@H:7]3[O:13][C@H:12]([CH2:14][OH:15])[C@@H:10]([OH:11])[C@H:8]3[OH:9])[C:5]=2[CH:16]=1 |f:1.2|. Procedure: To a suspension of 0.110 g (0.313 mmol, as C12H12Cl2N2O4MeOH) of 2,5-dichloro-1-β-D-ribofuranosylbenzimidazole in 3 mL of H2O was added dropwise 10 mL of a sat. solution of Br2 /H2O at room temperature. After the addition has been completed, stirring was continued for 6 h. The reaction mixture was filtered and the solid was washed with portions of H2O, and then recrystallized from MeOH to give 0.091 g (73%, 2 crops) of 99 as white crystalline needles. MP 158°-159° C. MS (El) m/e 395.9274 (5% M+ ... Starting materials: ONC(C)=N (N-hydroxyacetamidine), O=S1(NCCOC2=C1C=C(C=C2)OC=2C=C(C(=O)O)C=CC2)=O (3-[(1,1-dioxido-3,4-dihydro-2H-5,1,2-benzoxathiazepin-8-yl)oxy]benzoic acid), CCN(C(C)C)C(C)C (DIEA), CN(C)C(=[N+](C)C)ON1C2=C(C=CC=C2)N=N1.[B-](F)(F)(F)F (TBTU). The solvent is C(Cl)Cl (CH2Cl2). Conditions: time 20 minute. The product is O=S1(NCCOC2=C1C=C(C=C2)OC=2C=C(C(=O)N\C(\C)=N/O)C=CC2)=O (3-[(1,1-dioxido-3,4-dihydro-2H-5,1,2-benzoxathiazepin-8-yl)oxy]-N-[(1Z)—N-hydroxyethanimidoyl]benzamide). Reaction SMILES: [O:1]=[S:2]1(=[O:23])[C:8]2[CH:9]=[C:10]([O:13][C:14]3[CH:15]=[C:16]([CH:20]=[CH:21][CH:22]=3)[C:17]([OH:19])=O)[CH:11]=[CH:12][C:7]=2[O:6][CH2:5][CH2:4][NH:3]1.CN(C(ON1N=NC2C=CC=CC1=2)=[N+](C)C)C.[B-](F)(F)(F)F.CCN(C(C)C)C(C)C.[OH:55][NH:56][C:57](=[NH:59])[CH3:58]>C(Cl)Cl>[O:23]=[S:2]1(=[O:1])[C:8]2[CH:9]=[C:10]([O:13][C:14]3[CH:15]=[C:16]([CH:20]=[CH:21][CH:22]=3)[C:17]([NH:59]/[C:57](=[N:56]\[OH:55])/[CH3:58])=[O:19])[CH:11]=[CH:12][C:7]=2[O:6][CH2:5][CH2:4][NH:3]1 |f:1.2|. Procedure: To a suspension of the product obtained in Step A above (540 mg, 1.61 mmol) in 10 ml of CH2Cl2 there are added, in succession, 516 mg (1.61 mmol) of TBTU and then 364 μl (2.09 mmol) of DIEA. After stirring for 20 minutes, 120 mg (1.61 mmol) of N-hydroxyacetamidine are added and the reaction mixture is stirred for 1.5 hours at ambient temperature. The reaction mixture is washed with water and then with saturated NaCl solution, dried (MgSO4) and evaporated to dryness. The residue is taken up in CH...